This data is from the Open Reaction Database (ORD), a public repository of structured organic reaction records. The task is: describe an organic reaction: reactants, conditions, products, and yield Reactants: C1(CC1)N1C=C(C(C2=CC(=C(C(=C12)OC)F)F)=O)C(=O)O (1-cyclopropyl-6,7-difluoro-8-methoxy-4-oxo-1,4-dihydro-quinoline-3-carboxylic acid), C(C)(C)(C)OC(=O)N1CCC(CC1)NC1CCNCC1 (4-(piperidin-4-ylamino)-piperidine-1-carboxylic acid tert-butyl ester), ClCCl (Dichloromethane), 8-diazabicyclo[5.4.0]undec-7-ene. Run in C(C)#N (acetonitrile). Reaction conditions: temperature 62.5 celsius. Product: C(C)(C)(C)OC(=O)N1CCC(CC1)NC1CCN(CC1)C1=C(C=C2C(C(=CN(C2=C1OC)C1CC1)C(=O)O)=O)F (7-[4-(1-tert-Butoxycarbonyl-piperidin-4-ylamino)-piperidin-1-yl]-1-cyclopropyl-6fluoro-8-methoxy-4-oxo-1,4-dihydro-quinoline-3-carboxylic acid). The yield is 17.9%. RXN SMILES: [CH:1]1([N:4]2[C:13]3[C:8](=[CH:9][C:10]([F:17])=[C:11](F)[C:12]=3[O:14][CH3:15])[C:7](=[O:18])[C:6]([C:19]([OH:21])=[O:20])=[CH:5]2)[CH2:3][CH2:2]1.[C:22]([O:26][C:27]([N:29]1[CH2:34][CH2:33][CH:32]([NH:35][CH:36]2[CH2:41][CH2:40][NH:39][CH2:38][CH2:37]2)[CH2:31][CH2:30]1)=[O:28])([CH3:25])([CH3:24])[CH3:23].ClCCl>C(#N)C>[C:22]([O:26][C:27]([N:29]1[CH2:30][CH2:31][CH:32]([NH:35][CH:36]2[CH2:41][CH2:40][N:39]([C:11]3[C:12]([O:14][CH3:15])=[C:13]4[C:8]([C:7](=[O:18])[C:6]([C:19]([OH:21])=[O:20])=[CH:5][N:4]4[CH:1]4[CH2:3][CH2:2]4)=[CH:9][C:10]=3[F:17])[CH2:38][CH2:37]2)[CH2:33][CH2:34]1)=[O:28])([CH3:25])([CH3:23])[CH3:24]. Reported procedure: To a stirred solution of 1-cyclopropyl-6,7-difluoro-8-methoxy-4-oxo-1,4-dihydro-quinoline-3-carboxylic acid (295 mg, 1.0 mmol) in acetonitrile (5 mL) was added 4-(piperidin-4-ylamino)-piperidine-1-carboxylic acid tert-butyl ester (339 mg, 1.2 mmol) followed by the addition of 8-diazabicyclo[5.4.0]undec-7-ene (DBU, 182 mg, 1.2 mmol). The resulting stirred solution was then heated in a 60-65° C. oil bath for two days. The cooled reaction mixture was filtered through a fritted funnel. The filtrate ... The reactants are CCNCC, C1CCOC1, COC(=O)c1cccc2oc(CCl)nc12. Yields the product CCN(CC)Cc1nc2c(C(=O)OC)cccc2o1. RXN SMILES: [CH2:16]([CH3:17])[NH:18][CH2:19][CH3:20].[CH2:21]1[O:22][CH2:23][CH2:24][CH2:25]1.[Cl:1][CH2:2][c:3]1[o:4][c:5]2[c:6]([n:7]1)[c:8]([C:12](=[O:13])[O:14][CH3:15])[cH:9][cH:10][cH:11]2>>[CH2:2]([c:3]1[o:4][c:5]2[c:6]([n:7]1)[c:8]([C:12](=[O:13])[O:14][CH3:15])[cH:9][cH:10][cH:11]2)[N:18]([CH2:16][CH3:17])[CH2:19][CH3:20]. The reactants are O=C([O-])O, CC(=O)O, CC(=O)OC(C)=O, O=[N+]([O-])c1cnc(Oc2ccc3c(c2)CCN(C2CCC2)CC3)s1, [Fe], [Na+]. Product: CC(=O)Nc1cnc(Oc2ccc3c(c2)CCN(C2CCC2)CC3)s1. Reaction SMILES: [C:25](=[O:26])([OH:27])[O-:28].[CH3:30][C:31]([OH:32])=[O:33].[CH3:34][C:35]([O:36][C:37](=[O:38])[CH3:39])=[O:40].[CH:1]1([N:5]2[CH2:6][CH2:7][c:8]3[c:9]([cH:12][cH:13][c:14]([O:16][c:17]4[s:18][c:19]([N+:22]([O-:23])=[O:24])[cH:20][n:21]4)[cH:15]3)[CH2:10][CH2:11]2)[CH2:2][CH2:3][CH2:4]1.[Fe:41].[Na+:29]>>[CH:1]1([N:5]2[CH2:6][CH2:7][c:8]3[c:9]([cH:12][cH:13][c:14]([O:16][c:17]4[s:18][c:19]([NH:22][C:31]([CH3:30])=[O:32])[cH:20][n:21]4)[cH:15]3)[CH2:10][CH2:11]2)[CH2:2][CH2:3][CH2:4]1. Starting materials: BrCCCCCCC(=O)OCC (Ethyl 7-bromoheptanoate), FC(C=1C=C(C=C(C1)C(F)(F)F)O)(F)F (3,5-bis(trifluoromethyl) phenol), CN(C=O)C (dimethylformamide), C([O-])([O-])=O.[K+].[K+] (potassium carbonate). The solvent is O (water). Yields the product FC(C=1C=C(OCCCCCCC(=O)OCC)C=C(C1)C(F)(F)F)(F)F (ethyl 7-(3,5-bis (trifluoromethyl)phenoxy)heptanoate). As a reaction SMILES: Br[CH2:2][CH2:3][CH2:4][CH2:5][CH2:6][CH2:7][C:8]([O:10][CH2:11][CH3:12])=[O:9].[F:13][C:14]([F:27])([F:26])[C:15]1[CH:16]=[C:17]([OH:25])[CH:18]=[C:19]([C:21]([F:24])([F:23])[F:22])[CH:20]=1.CN(C)C=O.C(=O)([O-])[O-].[K+].[K+]>O>[F:13][C:14]([F:26])([F:27])[C:15]1[CH:16]=[C:17]([CH:18]=[C:19]([C:21]([F:22])([F:23])[F:24])[CH:20]=1)[O:25][CH2:2][CH2:3][CH2:4][CH2:5][CH2:6][CH2:7][C:8]([O:10][CH2:11][CH3:12])=[O:9] |f:3.4.5|. Procedure: Ethyl 7-bromoheptanoate and 3,5-bis(trifluoromethyl) phenol were added to dimethylformamide (DMF). The solution was added with potassium carbonate and stirred at room temperature. The solution was added with water and extracted twice with ethyl acetate. After the organic layer was washed three times with water and dried over anhydrous magnesium sulfate, the solvent was removed. The residue was purified by silica gel column chromatography to obtain ethyl 7-(3,5-bis (trifluoromethyl)phenoxy)heptan... The reactants are BrCC=1C(=CC=CC1)C(=O)O (α-bromotoluic acid), CN(C=O)C (dimethylformamide), Cl (hydrochloric acid), CC1=C(NC2=CC=CC=C12)N1C=NC=C1 (3-methyl-2-(1-imidazolyl)indole), [H-].[Na+] (sodium hydride), oil, CN(C=O)C (dimethylformamide), CN(C=O)C (dimethylformamide). Run in O (water). Product: C(=O)(O)C1=CC=C(CN2C(=C(C3=CC=CC=C23)C)N2C=NC=C2)C=C1 (1-(p-carboxybenzyl)-2-(1-imidazolyl)-3-methylindole). RXN SMILES: [CH3:1][C:2]1[C:10]2[C:5](=[CH:6][CH:7]=[CH:8][CH:9]=2)[NH:4][C:3]=1[N:11]1[CH:15]=[CH:14][N:13]=[CH:12]1.[H-].[Na+].BrC[C:20]1[C:21]([C:26]([OH:28])=[O:27])=[CH:22][CH:23]=[CH:24][CH:25]=1.Cl.[CH3:30]N(C)C=O>O>[C:26]([C:21]1[CH:20]=[CH:25][C:24]([CH2:30][N:4]2[C:5]3[C:10](=[CH:9][CH:8]=[CH:7][CH:6]=3)[C:2]([CH3:1])=[C:3]2[N:11]2[CH:15]=[CH:14][N:13]=[CH:12]2)=[CH:23][CH:22]=1)([OH:28])=[O:27] |f:1.2|. Procedure: A solution of 3-methyl-2-(1-imidazolyl)indole (1.50 g) in dimethylformamide (10 ml) is added dropwise to a suspension of 50% sodium hydride dispersion in mineral oil (0.77 g) in dimethylformamide (20 ml) stirred under nitrogen at 5°-10°. The suspension is stirred at 5°-10° for 1/2 hour. A solution of α-bromotoluic acid (1.63 g) in dimethylformamide (5 ml) is added dropwise to the suspension. The suspension is again stirred at 5°-10° for 1/2 hour and then overnight at room temperature. The suspen... Reactants: O=S1(=O)N=C(Cl)Nc2cc(Cl)sc21, CC(N)CO, O. Product: CC(CO)NC1=NS(=O)(=O)c2sc(Cl)cc2N1. RXN SMILES: [Cl:1][C:2]1=[N:3][S:4](=[O:12])(=[O:13])[c:5]2[c:6]([cH:8][c:9]([Cl:11])[s:10]2)[NH:7]1.[NH2:14][CH:15]([CH2:16][OH:17])[CH3:18].[OH2:19]>>[C:2]1([NH:14][CH:15]([CH2:16][OH:17])[CH3:18])=[N:3][S:4](=[O:12])(=[O:13])[c:5]2[c:6]([cH:8][c:9]([Cl:11])[s:10]2)[NH:7]1. Reactants: NC1=C(C=C(C=C1)N1CCN(CCC1)C(=O)OC(C)(C)C)NS(=O)(=O)C (N-{2-amino-5-(4-t-butyloxycarbonyl-1,4-diazepan-1-yl)-phenyl}methanesulfonamide), [N+](=O)([O-])C1=CC=C(C=C1)S(=O)(=O)Cl (4-nitrobenzenesulfonylchloride). Yields the product Cl.N1(CCNCCC1)C1=CC(=C(C=C1)NS(=O)(=O)C1=CC=C(C=C1)[N+](=O)[O-])NS(=O)(=O)C (N-{4-(1,4-diazepan-1-yl)-2-[(methylsulfonyl)amino]phenyl}-4-nitrobenzenesulfonamide hydrochloride). RXN SMILES: [NH2:1][C:2]1[CH:7]=[CH:6][C:5]([N:8]2[CH2:14][CH2:13][CH2:12][N:11](C(OC(C)(C)C)=O)[CH2:10][CH2:9]2)=[CH:4][C:3]=1[NH:22][S:23]([CH3:26])(=[O:25])=[O:24].[N+:27]([C:30]1[CH:35]=[CH:34][C:33]([S:36]([Cl:39])(=[O:38])=[O:37])=[CH:32][CH:31]=1)([O-:29])=[O:28]>>[ClH:39].[N:8]1([C:5]2[CH:6]=[CH:7][C:2]([NH:1][S:36]([C:33]3[CH:32]=[CH:31][C:30]([N+:27]([O-:29])=[O:28])=[CH:35][CH:34]=3)(=[O:37])=[O:38])=[C:3]([NH:22][S:23]([CH3:26])(=[O:24])=[O:25])[CH:4]=2)[CH2:14][CH2:13][CH2:12][NH:11][CH2:10][CH2:9]1 |f:2.3|. Procedure details: The compound was synthesized from N-{2-amino-5-(4-t-butyloxycarbonyl-1,4-diazepan-1-yl)-phenyl}methanesulfonamide and 4-nitrobenzenesulfonylchloride (101 mg, 0.455 mmol) according to general method 3 to give before Boc-deprotection 118 mg of a purple solid. M+1 470.1 Calcd 470.11. The reactants are OCC1(OCCC1)CO (2,2-bis(hydroxymethyl)tetrahydrofuran), C(CCCCCCCCCCCCCCCCC)Br (octadecyl bromide), [O-]C#N.[K+] (potassium cyanate), resultant mixture. Reagents/catalysts: [Br-].C(CCC)[N+](CCCC)(CCCC)CCCC (tetrabutyl ammonium bromide). Run in C(C)#N (acetonitrile), C(Cl)Cl (methylene chloride). Conditions: temperature 100 celsius, time 23 hour. Yields the product OCC1(OCCC1)COC(=O)NCCCCCCCCCCCCCCCCCC (2-Hydroxymethyl-2-[(octadecylaminocarbonyl)oxy]methyl tetrahydrofuran). As a reaction SMILES: [OH:1][CH2:2][C:3]1([CH2:8][OH:9])[CH2:7][CH2:6][CH2:5][O:4]1.[CH2:10](Br)[CH2:11][CH2:12][CH2:13][CH2:14][CH2:15][CH2:16][CH2:17][CH2:18][CH2:19][CH2:20][CH2:21][CH2:22][CH2:23][CH2:24][CH2:25][CH2:26][CH3:27].[O-:29][C:30]#[N:31].[K+]>[Br-].C([N+](CCCC)(CCCC)CCCC)CCC.C(#N)C.C(Cl)Cl>[OH:1][CH2:2][C:3]1([CH2:8][O:9][C:30]([NH:31][CH2:10][CH2:11][CH2:12][CH2:13][CH2:14][CH2:15][CH2:16][CH2:17][CH2:18][CH2:19][CH2:20][CH2:21][CH2:22][CH2:23][CH2:24][CH2:25][CH2:26][CH3:27])=[O:29])[CH2:7][CH2:6][CH2:5][O:4]1 |f:2.3,4.5|. Procedure details: A suspension of 2.64 g (20 mmol) of 2,2-bis(hydroxymethyl)tetrahydrofuran, 7.99 g (24 mmol) of octadecyl bromide, 2.43 g (30 mmol) of potassium cyanate and 0.644 g (2 mmol) of tetrabutyl ammonium bromide in 300 ml of dry acetonitrile was refluxed, with stirring, at 100° C. for 23 hours. The resultant mixture was then diluted with hot methylene chloride, filtered and the filtrate concentrated in vacuo. The crude product was then purified by flash silica gel chromatography employing a mixture of p... Starting materials: OC1(CCCCC1)CCN1C(SCC1=O)CCCC1=CC=C(C(=O)O)C=C1 (4-{3-[3-[2-(1-hydroxycyclohexyl)ethyl]-4-oxo-2-thiazoldinyl]propyl}benzoic acid), C(C)(=O)OC(C)=O (acetic anhydride), ice water, Cl (hydrochloric acid). Solvent: N1=CC=CC=C1 (pyridine). Yields the product C(C)(=O)OC1(CCCCC1)CCN1C(SCC1=O)CCCC1=CC=C(C(=O)O)C=C1 (4-{3-[3-[2-(1-Acetoxycyclohexyl)ethyl]-4-oxo-2-thiazolidinyl]propyl}benzoic Acid). As a reaction SMILES: [OH:1][C:2]1([CH2:8][CH2:9][N:10]2[C:14](=[O:15])[CH2:13][S:12][CH:11]2[CH2:16][CH2:17][CH2:18][C:19]2[CH:27]=[CH:26][C:22]([C:23]([OH:25])=[O:24])=[CH:21][CH:20]=2)[CH2:7][CH2:6][CH2:5][CH2:4][CH2:3]1.[C:28](OC(=O)C)(=[O:30])[CH3:29].Cl>N1C=CC=CC=1>[C:28]([O:1][C:2]1([CH2:8][CH2:9][N:10]2[C:14](=[O:15])[CH2:13][S:12][CH:11]2[CH2:16][CH2:17][CH2:18][C:19]2[CH:20]=[CH:21][C:22]([C:23]([OH:25])=[O:24])=[CH:26][CH:27]=2)[CH2:3][CH2:4][CH2:5][CH2:6][CH2:7]1)(=[O:30])[CH3:29]. Procedure: A solution of 4-{3-[3-[2-(1-hydroxycyclohexyl)ethyl]-4-oxo-2-thiazoldinyl]propyl}benzoic acid (3.9 g., 0.01 mole) and acetic anhydride (1.2 g., 0.012 mole) in pyridine (15 ml.) is kept at 25° C. for 5 days. It is then poured into 50 ml. of ice water and the mixture brought to pH 5.0 by the addition of 2 N hydrochloric acid. The oily product is extracted into chloroform and purified by column chromatography on silica gel with elution by 2% methanol in chloroform. Starting materials: BrC(C)NC(=O)Br (1-bromoethylcarbamic acid bromide), 16, C(=C)N=C=O (vinyl isocyanate). Solvent: ClC1=CC=CC2=CC=CC=C12 (α-chloronaphthalene), ClC1=CC=CC2=CC=CC=C12 (1-chloronaphthalene). Conditions: time 2 hour. Yields the product C(=C)N=C=O (vinyl isocyanate), BrC(C)N=C=O (1-bromoethyl isocyanate). Yield: 88.0%. As a reaction SMILES: [Br:1][CH:2]([NH:4][C:5](Br)=[O:6])[CH3:3].C(N=C=O)=C>ClC1C2C(=CC=CC=2)C=CC=1>[CH:2]([N:4]=[C:5]=[O:6])=[CH2:3].[Br:1][CH:2]([N:4]=[C:5]=[O:6])[CH3:3]. Reported procedure: 48.5 parts of 1-bromoethylcarbamic acid bromide are dissolved in 100 parts by volume of α-chloronaphthalene and a solution of 16 parts of vinyl isocyanate in 20 parts by volume of 1-chloronaphthalene is added to the above mixture in the course of 0.4 hour at 2° C. The mixture is then kept at 24° C. for 2 hours. 3.6 parts (11% of theory) of vinyl isocyanate and 58.5 parts (88% of theory) of 1-bromoethyl isocyanate (determined by gas chromatography) are obtained.